This data is from the Open Reaction Database (ORD), a public repository of structured organic reaction records. The task is: describe an organic reaction: reactants, conditions, products, and yield The reactants are C(C(C)C)NCC=C (N-iso-Butyl-allylamine), [N+](=O)([O-])C1=CC=C(C=C1)S(=O)(=O)Cl (4-nitrobenzenesulfonyl chloride). Solvent: N1=CC=CC=C1 (pyridine). Reaction conditions: time 5 hour. Yields the product C(C=C)N(S(=O)(=O)C1=CC=C(C=C1)[N+](=O)[O-])CC(C)C (N-Allyl-N-iso-butyl-4-nitrobenzenesulfonamide). RXN SMILES: [CH2:1]([NH:5][CH2:6][CH:7]=[CH2:8])[CH:2]([CH3:4])[CH3:3].[N+:9]([C:12]1[CH:17]=[CH:16][C:15]([S:18](Cl)(=[O:20])=[O:19])=[CH:14][CH:13]=1)([O-:11])=[O:10]>N1C=CC=CC=1>[CH2:6]([N:5]([CH2:1][CH:2]([CH3:4])[CH3:3])[S:18]([C:15]1[CH:14]=[CH:13][C:12]([N+:9]([O-:11])=[O:10])=[CH:17][CH:16]=1)(=[O:19])=[O:20])[CH:7]=[CH2:8]. Procedure details: To N-iso-Butyl-allylamine (11) (5 mmol) in pyridine (50 mL) at 55°-65° C. is added slowly 4-nitrobenzenesulfonyl chloride (12) (5.1 mmol). The mixture is allowed to stir for 4-6 hours at 55°-65° C. and the pyridine is then removed in vacuo and the residue purified by flash chromatography to afford N-allyl-N-iso-butyl-4-nitrobenzenesulfonamide (13). Reactants: NC1=C(C(C2=CC(=CC=C2)CNC(=O)OC(C)(C)C)O)C=C(C=C1)Cl (2-amino-5-chloro-α-(3-tert-butoxycarbonylaminomethylphenyl)benzyl alcohol), FC1=CC=C(C=O)C=C1 (4-fluorobenzaldehyde), C(C)(=O)O (acetic acid), [BH4-].C(#N)[Na] (cyano sodium borohydride). Solvent: CO (methanol). The product is ClC=1C=CC(=C(C(C2=CC(=CC=C2)CNC(=O)OC(C)(C)C)O)C1)NCC1=CC=C(C=C1)F (5-chloro-2-(4-fluorobenzylamino)-α-(3-tert-butoxycarbonylaminomethylphenyl)benzyl alcohol). Yield: 86.3%. As a reaction SMILES: [NH2:1][C:2]1[CH:24]=[CH:23][C:22]([Cl:25])=[CH:21][C:3]=1[CH:4]([OH:20])[C:5]1[CH:10]=[CH:9][CH:8]=[C:7]([CH2:11][NH:12][C:13]([O:15][C:16]([CH3:19])([CH3:18])[CH3:17])=[O:14])[CH:6]=1.[F:26][C:27]1[CH:34]=[CH:33][C:30]([CH:31]=O)=[CH:29][CH:28]=1.C(O)(=O)C.[BH4-].C([Na])#N>CO>[Cl:25][C:22]1[CH:23]=[CH:24][C:2]([NH:1][CH2:31][C:30]2[CH:33]=[CH:34][C:27]([F:26])=[CH:28][CH:29]=2)=[C:3]([CH:21]=1)[CH:4]([OH:20])[C:5]1[CH:10]=[CH:9][CH:8]=[C:7]([CH2:11][NH:12][C:13]([O:15][C:16]([CH3:18])([CH3:19])[CH3:17])=[O:14])[CH:6]=1 |f:3.4|. Procedure details: In methanol (10 ml) were dissolved 2-amino-5-chloro-α-(3-tert-butoxycarbonylaminomethylphenyl)benzyl alcohol produced in Example (1) (0.5 g) and 4-fluorobenzaldehyde (0.2 g). To the solution were added acetic acid (0.1 g) and cyano sodium borohydride (0.1 g). The mixture was concentrated, to which were added water (60 ml) and ethyl acetate (50 ml), followed by extraction. The organic layer was washed with water and dried over anhydrous sodium sulfate. The solvent was then distilled off to leave ... Starting materials: O (water), [H-].[Na+] (NaH), OCCN1CCCC1 (N-(2-hydroxyethyl)pyrrolidine), BrC=1C=NC(=NC1)Cl (5-bromo-2-chloropyrimidine). The solvent is C1CCOC1 (THF). Reaction conditions: time 15 minute. The product is BrC=1C=NC(=NC1)OCCN1CCCC1 (5-bromo-2-(2-pyrrolidin-1-yl-ethoxy)-pyrimidine). RXN SMILES: [H-].[Na+].[OH:3][CH2:4][CH2:5][N:6]1[CH2:10][CH2:9][CH2:8][CH2:7]1.[Br:11][C:12]1[CH:13]=[N:14][C:15](Cl)=[N:16][CH:17]=1.O>C1COCC1>[Br:11][C:12]1[CH:13]=[N:14][C:15]([O:3][CH2:4][CH2:5][N:6]2[CH2:10][CH2:9][CH2:8][CH2:7]2)=[N:16][CH:17]=1 |f:0.1|. Procedure details: 50 mg (1.15 mmol, 60%) NaH are added to a solution of 0.17 mL (1.38 mmol) N-(2-hydroxyethyl)pyrrolidine in 10 mL THF at RT. The reaction solution is stirred for 15 min at RT and then 200 mg (1.03 mmol) 5-bromo-2-chloropyrimidine are added. The solution is stirred for 16 h at RT. 10 mL water are added and the aqueous phase is extracted with 20 mL EtOAc. The organic phase is dried over Na2SO4 and the solvent is eliminated i.vac. Further purification is carried out by column chromatography on silic... The reactants are FC1=C(C=C(C=C1)OC)C=1C(=CC(=CC1)OCC1=CC=C(C=C1)OC)C(=O)OCC (ethyl 2′-fluoro-5′-methoxy-4-((4-methoxybenzyl)oxy)biphenyl-2-carboxylate), C(C)(C)NC(C)C (diisopropylamine), C(CCC)[Li] (butyllithium), [Cl-].[NH4+] (ammonium chloride), C1(CCCCC1)C#N (cyclohexanecarbonitrile). Run in C1CCOC1 (THF), C1CCOC1 (THF), CCCCCC (hexane). Reaction conditions: temperature 0 celsius, time 10 minute. Product: FC1=C(C=C(C=C1)OC)C1=C(C=C(C=C1)OCC1=CC=C(C=C1)OC)CC1(CCCCC1)C#N (1-((2′-fluoro-5′-methoxy-4-((4-methoxybenzyl)oxy)biphenyl-2-yl)methyl)cyclohexanecarbonitrile). As a reaction SMILES: C(NC(C)C)(C)C.C([Li])CCC.[CH:13]1([C:19]#[N:20])[CH2:18][CH2:17][CH2:16][CH2:15][CH2:14]1.[F:21][C:22]1[CH:27]=[CH:26][C:25]([O:28][CH3:29])=[CH:24][C:23]=1[C:30]1[C:31]([C:46](OCC)=O)=[CH:32][C:33]([O:36][CH2:37][C:38]2[CH:43]=[CH:42][C:41]([O:44][CH3:45])=[CH:40][CH:39]=2)=[CH:34][CH:35]=1.[Cl-].[NH4+]>C1COCC1.CCCCCC>[F:21][C:22]1[CH:27]=[CH:26][C:25]([O:28][CH3:29])=[CH:24][C:23]=1[C:30]1[CH:35]=[CH:34][C:33]([O:36][CH2:37][C:38]2[CH:39]=[CH:40][C:41]([O:44][CH3:45])=[CH:42][CH:43]=2)=[CH:32][C:31]=1[CH2:46][C:13]1([C:19]#[N:20])[CH2:18][CH2:17][CH2:16][CH2:15][CH2:14]1 |f:4.5|. Reported procedure: Under a nitrogen atmosphere, to a solution of diisopropylamine (0.13 mL) in THF (7 mL) was added a solution (1.6 M, 0.58 mL) of butyllithium in hexane at 0° C., and the mixture was stirred at 0° C. for 10 min. The reaction mixture was cooled to −78° C., and cyclohexanecarbonitrile (0.12 mL) was added. The mixture was stirred at −78° C. for 1 hr, and a solution of ethyl 2′-fluoro-5′-methoxy-4-((4-methoxybenzyl)oxy)biphenyl-2-carboxylate (201 mg) in THF (3 mL) was added. The mixture was stirred at... Reactants: COC(C1=CN=C(C(=C1)Br)Cl)=O (5-bromo-6-chloro-nicotinic acid methyl ester), ClC1=CC=C(C=C1)B(O)O (4-chlorophenyl-boronic acid), N[C@H]1[C@@H](CCCC1)O ((1R,2R)-2-amino-cyclohexanol). The solvent is C(C)(C)O (isopropanol). Product: ClC1=CC=C(C=C1)C=1C(=NC=C(C(=O)N[C@H]2[C@@H](CCCC2)O)C1)OC(C)C (5-(4-Chloro-phenyl)-N-((1R,2R)-2-hydroxy-cyclohexyl)-6-isopropoxy-nicotinamide). RXN SMILES: CO[C:3](=[O:12])[C:4]1[CH:9]=[C:8](Br)[C:7](Cl)=[N:6][CH:5]=1.[Cl:13][C:14]1[CH:19]=[CH:18][C:17](B(O)O)=[CH:16][CH:15]=1.[NH2:23][C@@H:24]1[CH2:29][CH2:28][CH2:27][CH2:26][C@H:25]1[OH:30]>C(O)(C)C>[Cl:13][C:14]1[CH:19]=[CH:18][C:17]([C:8]2[C:7]([O:30][CH:25]([CH3:26])[CH3:24])=[N:6][CH:5]=[C:4]([CH:9]=2)[C:3]([NH:23][C@@H:24]2[CH2:29][CH2:28][CH2:27][CH2:26][C@H:25]2[OH:30])=[O:12])=[CH:16][CH:15]=1. Reported procedure: The title compound was synthesized in analogy to the procedure described for the preparation of Example 43, using 5-bromo-6-chloro-nicotinic acid methyl ester, 4-chlorophenyl-boronic acid (commercially available), isopropanol (commercially available), and (1R,2R)-2-amino-cyclohexanol (commercially available) as starting materials. MS (ISP): 389.3, 391.4 (M+H+). The reactants are CC=1NC2=C(N1)C=CC=C2 (2-methylbenzimidazole), C([O-])([O-])=O.[K+].[K+] (potassium carbonate), C(C1=CC=CC=C1)Cl (Benzyl chloride). Run in CN(C=O)C (N,N-dimethylformamide). Product: C(C1=CC=CC=C1)N1C(=NC2=C1C=CC=C2)C (1-Benzyl-2-methyl-1H-benzimidazole). As a reaction SMILES: [CH3:1][C:2]1[NH:3][C:4]2[CH:10]=[CH:9][CH:8]=[CH:7][C:5]=2[N:6]=1.C(=O)([O-])[O-].[K+].[K+].[CH2:17](Cl)[C:18]1[CH:23]=[CH:22][CH:21]=[CH:20][CH:19]=1>CN(C)C=O>[CH2:17]([N:3]1[C:4]2[CH:10]=[CH:9][CH:8]=[CH:7][C:5]=2[N:6]=[C:2]1[CH3:1])[C:18]1[CH:23]=[CH:22][CH:21]=[CH:20][CH:19]=1 |f:1.2.3|. Procedure: To a flask were added 2.5 g 2-methylbenzimidazole, 3.9 g potassium carbonate, 60 ml N,N-dimethylformamide and the mixture was stirred under nitrogen. 3.6 g Benzyl chloride were added and the mixture was heated to 60 C for 16 hours. The reaction was quenched with 80 ml water and cooled to 22 C. The product was extracted twice with 50 ml ethyl acetate and washed with water. Following removal of solvent, the product was dissolved in 100 ml hexane and washed with two portions of water. After drying ... Starting materials: O=C([O-])[O-], CCOC(=O)Cc1ccc(Br)cc1[N+](=O)[O-], C1COCCO1, CN(C)CC(=O)O, [Cs+], [Cs+], I[Cu]I, O, O=[N+]([O-])c1cccc(O)c1. Yields the product CCOC(=O)Cc1ccc(Oc2cccc([N+](=O)[O-])c2)cc1[N+](=O)[O-]. As a reaction SMILES: [C:34](=[O:35])([O-:36])[O-:37].[CH2:11]([CH3:12])[O:13][C:14]([CH2:15][c:16]1[c:17]([N+:23](=[O:24])[O-:25])[cH:18][c:19]([Br:22])[cH:20][cH:21]1)=[O:26].[CH2:40]1[O:41][CH2:42][CH2:43][O:44][CH2:45]1.[CH3:27][N:28]([CH2:29][C:30](=[O:31])[OH:32])[CH3:33].[Cs+:38].[Cs+:39].[Cu:47]([I:48])[I:49].[OH2:46].[OH:1][c:2]1[cH:3][cH:4][cH:5][c:6]([N+:8]([O-:9])=[O:10])[cH:7]1>>[O:1]([c:2]1[cH:3][cH:4][cH:5][c:6]([N+:8]([O-:9])=[O:10])[cH:7]1)[c:19]1[cH:18][c:17]([N+:23](=[O:24])[O-:25])[c:16]([CH2:15][C:14]([O:13][CH2:11][CH3:12])=[O:26])[cH:21][cH:20]1.